From a dataset of the Open Reaction Database (ORD), a public repository of structured organic reaction records. describe an organic reaction: reactants, conditions, products, and yield The reactants are O=C([O-])[O-], COC(=O)c1cc([N+](=O)[O-])ccc1Br, Cc1ccc(CCc2ccc(N)cc2)cc1C, Cc1ccccc1, [Cs+], [Cs+]. The product is COC(=O)c1cc([N+](=O)[O-])ccc1Nc1ccc(CCc2ccc(C)c(C)c2)cc1. As a reaction SMILES: [C:32](=[O:33])([O-:34])[O-:35].[CH3:18][O:19][C:20]([c:21]1[c:22]([Br:30])[cH:23][cH:24][c:25]([N+:27](=[O:28])[O-:29])[cH:26]1)=[O:31].[CH3:1][c:2]1[cH:3][c:4]([CH2:9][CH2:10][c:11]2[cH:12][cH:13][c:14]([NH2:17])[cH:15][cH:16]2)[cH:5][cH:6][c:7]1[CH3:8].[CH3:38][c:39]1[cH:40][cH:41][cH:42][cH:43][cH:44]1.[Cs+:36].[Cs+:37]>>[CH3:1][c:2]1[cH:3][c:4]([CH2:9][CH2:10][c:11]2[cH:12][cH:13][c:14]([NH:17][c:22]3[c:21]([C:20]([O:19][CH3:18])=[O:31])[cH:26][c:25]([N+:27](=[O:28])[O-:29])[cH:24][cH:23]3)[cH:15][cH:16]2)[cH:5][cH:6][c:7]1[CH3:8].